From a dataset of the Open Reaction Database (ORD), a public repository of structured organic reaction records. describe an organic reaction: reactants, conditions, products, and yield Starting materials: CC(=O)OC(COCCN(C)C)c1ccc2cc(OCc3ccccc3)ccc2c1, C, CCO, Cl, [Pd]. Yields the product CC(=O)OC(COCCN(C)C)c1ccc2cc(O)ccc2c1, Cl. Reaction SMILES: [C:2]([CH3:3])(=[O:4])[O:5][CH:6]([CH2:7][O:8][CH2:9][CH2:10][N:11]([CH3:12])[CH3:13])[c:14]1[cH:15][c:16]2[cH:17][cH:18][c:19]([O:24][CH2:25][c:26]3[cH:27][cH:28][cH:29][cH:30][cH:31]3)[cH:20][c:21]2[cH:22][cH:23]1.[C:32].[CH3:34][CH2:35][OH:36].[ClH:1].[Pd:33]>>[C:2]([CH3:3])(=[O:4])[O:5][CH:6]([CH2:7][O:8][CH2:9][CH2:10][N:11]([CH3:12])[CH3:13])[c:14]1[cH:15][c:16]2[cH:17][cH:18][c:19]([OH:24])[cH:20][c:21]2[cH:22][cH:23]1.[ClH:1]. Reactants: IC1=C(C(=O)O)C=CC=C1 (2-Iodobenzoic acid), IC1=C(C(=O)Cl)C=CC=C1 (2-iodobenzoyl chloride), acid chloride, CC1=C(C(=O)NC2=CC=C(C=C2)N2C(CC(NC3=C2C=CC=C3C)=O)=O)C=CC=C1C (1-[4-(2,3-Dimethylbenzoyl)aminophenyl]-6-methyl-1H-1,5-benzodiazepine-2,4(3H,5H)-dione). Yields the product CC1=C(C=CC=2N(C(CC(NC21)=O)=O)C2=CC=C(C=C2)NC(C2=C(C=CC=C2)I)=O)C (6,7-Dimethyl-1-[4-(2-iodobenzoyl)aminophenyl]-1H-1,5-benzodiazepine-2,4(3H,5H)-dione). Isolated yield 87.0%. As a reaction SMILES: [I:1][C:2]1[CH:10]=[CH:9][CH:8]=[CH:7][C:3]=1[C:4]([OH:6])=O.CC1C(C)=CC=CC=1C([NH:16][C:17]1[CH:22]=[CH:21][C:20]([N:23]2[C:29]3[CH:30]=[CH:31][CH:32]=[C:33]([CH3:34])[C:28]=3[NH:27][C:26](=[O:35])[CH2:25][C:24]2=[O:36])=[CH:19][CH:18]=1)=O.I[C:43]1C=CC=CC=1C(Cl)=O>>[CH3:34][C:33]1[C:28]2[NH:27][C:26](=[O:35])[CH2:25][C:24](=[O:36])[N:23]([C:20]3[CH:19]=[CH:18][C:17]([NH:16][C:4](=[O:6])[C:3]4[CH:7]=[CH:8][CH:9]=[CH:10][C:2]=4[I:1])=[CH:22][CH:21]=3)[C:29]=2[CH:30]=[CH:31][C:32]=1[CH3:43]. Reported procedure: 2-Iodobenzoic acid (34 mg, 0.137 mmol) was made into acid chloride in a conventional manner. By using 1-(4-aminophenyl)-6,7-dimethyl-1H-1,5-benzodiazepine-2,4(3H,5H)-dione (20 mg, 0.068 mmol) obtained in Example 56, and 2-iodobenzoyl chloride mentioned above, the title compound (31 mg, yield 87%) was obtained in the same manner as that of Example 1. RXN SMILES: [CH2:1]([O:3][C:4]1[CH:9]=[CH:8][CH:7]=[CH:6][C:5]=1[CH:10]1[NH:14][C:13](=[O:15])[CH2:12][CH2:11]1)[CH3:2].Br[CH2:17][C:18]1[CH:23]=[CH:22][C:21]([F:24])=[CH:20][CH:19]=1>>[CH2:1]([O:3][C:4]1[CH:9]=[CH:8][CH:7]=[CH:6][C:5]=1[CH:10]1[N:14]([CH2:17][C:18]2[CH:23]=[CH:22][C:21]([F:24])=[CH:20][CH:19]=2)[C:13](=[O:15])[CH2:12][CH2:11]1)[CH3:2]. Product: C(C)OC1=C(C=CC=C1)C1CCC(N1CC1=CC=C(C=C1)F)=O (5-(2-ethoxyphenyl)-1-(4-fluorobenzyl)pyrrolidin-2-one). Procedure: Prepared according to the described general procedure 4 (GP4) by reaction of 5-(2-ethoxyphenyl)pyrrolidin-2-one with commercially available 1-(bromomethyl)-4-fluorobenzene. Subsequent purification by preparative HPLC afforded the target compound. LC-MS (conditions D): tR=1.01 min.; [M+H]+: 313.99 g/mol. Reactants: C(C)OC1=C(C=CC=C1)C1CCC(N1)=O (5-(2-ethoxyphenyl)pyrrolidin-2-one), BrCC1=CC=C(C=C1)F (1-(bromomethyl)-4-fluorobenzene). The reactants are CC(=O)c1ccc(N2CCNCC2)cc1, Cc1ccc(S(=O)(=O)OCCNc2cc(=O)n(C)c(=O)n2C)cc1, [Na+], [Na+], O=C([O-])[O-]. Product: CC(=O)c1ccc(N2CCN(CCNc3cc(=O)n(C)c(=O)n3C)CC2)cc1. As a reaction SMILES: [C:1]([CH3:2])(=[O:3])[c:4]1[cH:5][cH:6][c:7]([N:10]2[CH2:11][CH2:12][NH:13][CH2:14][CH2:15]2)[cH:8][cH:9]1.[CH3:16][n:17]1[c:18](=[O:39])[n:19]([CH3:38])[c:20](=[O:37])[cH:21][c:22]1[NH:23][CH2:24][CH2:25][O:26][S:27]([c:28]1[cH:29][cH:30][c:31]([CH3:32])[cH:33][cH:34]1)(=[O:35])=[O:36].[Na+:40].[Na+:41].[O-:42][C:43](=[O:44])[O-:45]>>[C:1]([CH3:2])(=[O:3])[c:4]1[cH:5][cH:6][c:7]([N:10]2[CH2:11][CH2:12][N:13]([CH2:25][CH2:24][NH:23][c:22]3[n:17]([CH3:16])[c:18](=[O:39])[n:19]([CH3:38])[c:20](=[O:37])[cH:21]3)[CH2:14][CH2:15]2)[cH:8][cH:9]1. Starting materials: NC1=CC=C(C(=O)OC)C=C1 (methyl 4-aminobenzoate), C(C)N=C=S (ethyl isothiocyanate), O (water). Run in C(C)#N (acetonitrile). Reaction conditions: temperature 80 celsius. The product is C(C)NC(NC1=CC=C(C(=O)OC)C=C1)=S (methyl 4-(3-ethylthioureido)benzoate). Reaction SMILES: [NH2:1][C:2]1[CH:11]=[CH:10][C:5]([C:6]([O:8][CH3:9])=[O:7])=[CH:4][CH:3]=1.[CH2:12]([N:14]=[C:15]=[S:16])[CH3:13].O>C(#N)C>[CH2:12]([NH:14][C:15](=[S:16])[NH:1][C:2]1[CH:3]=[CH:4][C:5]([C:6]([O:8][CH3:9])=[O:7])=[CH:10][CH:11]=1)[CH3:13]. Procedure: To a solution of methyl 4-aminobenzoate (2-2) (30.2 mg, 0.20 mmol) in anhydrous acetonitrile (0.4 mL) is added ethyl isothiocyanate (2-1) (17.52 μL, 0.20 mmol) and the reaction mixture is heated at 80° C. overnight. After cooling to room temperature, the mixture is poured into water (50 mL) and extracted with ethyl acetate (EtOAc) (3×50 mL). The combined organic layers are washed with brine and dried using MgSO4. The drying agents are removed by filtration and the solvent is removed under vacuum... Reactants: [OH-].[Na+] (sodium hydroxide), BrC=1C=CC=C2C(C(NC12)=O)=O (7-bromoisatin), CC(=O)C (acetone), Cl (HCl). Run in O (water). Yields the product BrC=1C=CC=C2C(=CC(=NC12)C)C(=O)O (8-Bromo-2-methylquinoline-4-carboxylic Acid). Reaction SMILES: [Br:1][C:2]1[CH:3]=[CH:4][CH:5]=[C:6]2[C:10]=1[NH:9][C:8](=[O:11])[C:7]2=O.[OH-:13].[Na+].Cl.[CH3:16][C:17]([CH3:19])=O>O>[Br:1][C:2]1[CH:3]=[CH:4][CH:5]=[C:6]2[C:10]=1[N:9]=[C:17]([CH3:19])[CH:16]=[C:7]2[C:8]([OH:11])=[O:13] |f:1.2|. Reported procedure: A suspension of 7-bromoisatin (6.0 g) in acetone (27 ml) was treated with sodium hydroxide (4.6 g) in water (23 ml). The mixture was heated to reflux for 8 h, cooled and solvent reduced in volume at reduced pressure to approx. 25 ml. The residual aqueous phase was acidified with conc. HCl, extracted with ethyl acetate, the organic phase dried (MgSO4) and solvent removed at reduced pressure to give the title compound (7.2 g) as a yellow solid. 1H NMR δ: 2.85 (3H, s), 7.40 (1H, m), 7.90 (1H, s), 8... Reactants: BrC=1C=C2C(=CC1)OC1(CCC1)C1(COC1)C21N=C(OC1)N(C(=O)OC(C)(C)C)C(=O)OC(C)(C)C (di-tert-butyl (6′-bromotrispiro[cyclobutane-1,2′-chromene-4′,4″-[1,3]oxazole-3′,3′″-oxetan]-2″-yl)imidodicarbonate), C([O-])([O-])=O.[Na+].[Na+] (sodium carbonate), BrC=1C(=NC=C(C1)C)F (3-bromo-2-fluoro-5-methylpyridine), CC1(OB(OC1(C)C)B1OC(C(O1)(C)C)(C)C)C (4,4,4′,4′,5,5,5′,5′-octamethyl-2,2′-bi-1,3,2-dioxaborolane), C(C)(=O)[O-].[K+] (potassium acetate), C (charcoal). Reagents/catalysts: Cl[Pd]([P](C1=CC=CC=C1)(C2=CC=CC=C2)C3=CC=CC=C3)([P](C4=CC=CC=C4)(C5=CC=CC=C5)C6=CC=CC=C6)Cl (PdCl2(PPh3)2). Run in C1(=CC=CC=C1)C (toluene), O (H2O), O1CCOCC1 (dioxane). Conditions: temperature 100 celsius, time 3 hour. Yields the product FC1=NC=C(C=C1C=1C=C2C(=CC1)OC1(CCC1)C1(COC1)C21N=C(OC1)N)C (6′-(2-fluoro-5-methylpyridin-3-yl)trispiro[cyclobutane-1,2′-chromene-4′,4″-[1,3]oxazole-3′,3′″-oxetan]-2″-amine). The yield is 61.9%. As a reaction SMILES: Br[C:2]1[C:3]([F:9])=[N:4][CH:5]=[C:6]([CH3:8])[CH:7]=1.CC1(C)C(C)(C)OB(B2OC(C)(C)C(C)(C)O2)O1.C([O-])(=O)C.[K+].Br[C:34]1[CH:35]=[C:36]2[C:49]3([CH2:53][O:52][C:51]([N:54](C(OC(C)(C)C)=O)C(OC(C)(C)C)=O)=[N:50]3)[C:45]3([CH2:48][O:47][CH2:46]3)[C:41]3([CH2:44][CH2:43][CH2:42]3)[O:40][C:37]2=[CH:38][CH:39]=1.C(=O)([O-])[O-].[Na+].[Na+].C>O1CCOCC1.C1(C)C=CC=CC=1.Cl[Pd](Cl)([P](C1C=CC=CC=1)(C1C=CC=CC=1)C1C=CC=CC=1)[P](C1C=CC=CC=1)(C1C=CC=CC=1)C1C=CC=CC=1.O>[F:9][C:3]1[C:2]([C:34]2[CH:35]=[C:36]3[C:49]4([CH2:53][O:52][C:51]([NH2:54])=[N:50]4)[C:45]4([CH2:46][O:47][CH2:48]4)[C:41]4([CH2:44][CH2:43][CH2:42]4)[O:40][C:37]3=[CH:38][CH:39]=2)=[CH:7][C:6]([CH3:8])=[CH:5][N:4]=1 |f:2.3,5.6.7,^1:91,110|. Procedure: A mixture of 3-bromo-2-fluoro-5-methylpyridine (202 mg, 1.06 mmol), 4,4,4′,4′,5,5,5′,5′-octamethyl-2,2′-bi-1,3,2-dioxaborolane (300 mg, 1.17 mmol), potassium acetate (208 mg, 2.12 mmol) and PdCl2(PPh3)2 (37 mg, 0.053 mmol) in dioxane (4 mL) was stirred for 3 hours at 100° C. To the mixture was added di-tert-butyl (6′-bromotrispiro[cyclobutane-1,2′-chromene-4′,4″-[1,3]oxazole-3′,3′″-oxetan]-2″-yl)imidodicarbonate (300 mg, 0.531 mmol), sodium carbonate (225 mg, 2.12 mmol) and H2O (1 mL), and the m...